Dataset: the Open Reaction Database (ORD), a public repository of structured organic reaction records. Task: describe an organic reaction: reactants, conditions, products, and yield Reactants: ClC1=C(C=C(C(=O)Cl)C=C1)[N+](=O)[O-] (4-chloro-3-nitrobenzoyl chloride), Br.NC=1SC(=CN1)Br (2-amino-5-bromothiazole monohydrobromide). Run in N1=CC=CC=C1 (pyridine). Run at time 18 hour. Product: BrC1=CN=C(S1)NC(C1=CC(=C(C=C1)Cl)[N+](=O)[O-])=O (N-(5-Bromo-thiazol-2-yl)-4-chloro-3-nitro-benzamide). Isolated yield 68.8%. RXN SMILES: [Cl:1][C:2]1[CH:10]=[CH:9][C:5]([C:6](Cl)=[O:7])=[CH:4][C:3]=1[N+:11]([O-:13])=[O:12].Br.[NH2:15][C:16]1[S:17][C:18]([Br:21])=[CH:19][N:20]=1>N1C=CC=CC=1>[Br:21][C:18]1[S:17][C:16]([NH:15][C:6](=[O:7])[C:5]2[CH:9]=[CH:10][C:2]([Cl:1])=[C:3]([N+:11]([O-:13])=[O:12])[CH:4]=2)=[N:20][CH:19]=1 |f:1.2|. Procedure: A solution of 4-chloro-3-nitrobenzoyl chloride (1.539 g, 7.694 mmol) in anhydrous pyridine (40 mL) was treated with 2-amino-5-bromothiazole monohydrobromide (2.00 g, 7.694 mmol), and the reaction stirred under a nitrogen atmosphere at room temperature for 18 hours. The solvent was removed by rotary evaporation in vacuo and the oil dried on hi-vacuum. The residue was taken up in ethyl acetate (150 mL) and washed with water (4×50 mL) and brine (50 mL), then dried the organic phase over anhydrous s... Solvent: [OH-].[Na+] (sodium hydroxide). RXN SMILES: P(Cl)(Cl)([Cl:3])=O.[F:6][C:7]1[CH:12]=[C:11]([Cl:13])[C:10]([O:14][CH:15]2[CH2:19][CH2:18][CH2:17][CH2:16]2)=[CH:9][C:8]=1[N:20]1[C:28]2[CH2:27][CH2:26][CH2:25][CH2:24][C:23]=2[C:22](=O)[NH:21]1>[OH-].[Na+]>[Cl:3][C:28]1[N:20]([C:8]2[CH:9]=[C:10]([O:14][CH:15]3[CH2:19][CH2:18][CH2:17][CH2:16]3)[C:11]([Cl:13])=[CH:12][C:7]=2[F:6])[N:21]=[C:22]2[C:27]=1[CH2:26][CH2:25][CH2:24][CH2:23]2 |f:2.3|. Isolated yield 26.5%. Procedure: Phosphorus oxychloride (6.6 g, 43.0 mmol) was added to the resulting 2N-(2-fluoro-4-chloro-5-cyclopentyloxyphenyl)-1,2,4,5,6,7-hexahydro-3H-indazol-3-one (15.0 g, 42.8 mmol), followed by stirring for 30 minutes while heating at 160° C. After cooling the reaction solution, an ice-cooled dilute aqueous solution of sodium hydroxide (50 ml) was added thereto, and the mixture was extracted with methylene chloride (200 ml×4). The extract was washed with a dilute aqueous sodium hydroxide (400 ml) and a... The product is ClC=1N(N=C2CCCCC12)C1=C(C=C(C(=C1)OC1CCCC1)Cl)F (3-chloro-2N-(2-fluoro-4-chloro-5-cyclopentyloxyphenyl)-4,5,6,7-tetrahydro-2H-indazole). Conditions: temperature 160 celsius, time 30 minute. The reactants are P(=O)(Cl)(Cl)Cl (Phosphorus oxychloride), FC1=C(C=C(C(=C1)Cl)OC1CCCC1)N1NC(C=2CCCCC12)=O ((2-fluoro-4-chloro-5-cyclopentyloxyphenyl)-1,2,4,5,6,7-hexahydro-3H-indazol-3-one), ice. As a reaction SMILES: [CH3:1][O:2][C:3](=[O:4])[CH:5]1[N:6]([C:19](=[O:20])[O:21][C:22]([CH3:23])([CH3:24])[CH3:25])[CH2:7][CH2:8][CH:9]1[O:10][C:11](=[O:12])[c:13]1[cH:14][cH:15][cH:16][cH:17][cH:18]1.[CH3:28][OH:29].[K+:27].[OH-:26]>>[CH3:1][O:2][C:3](=[O:4])[CH:5]1[N:6]([C:19](=[O:20])[O:21][C:22]([CH3:23])([CH3:24])[CH3:25])[CH2:7][CH2:8][CH:9]1[OH:10]. The reactants are COC(=O)C1C(OC(=O)c2ccccc2)CCN1C(=O)OC(C)(C)C, CO, [K+], [OH-]. Yields the product COC(=O)C1C(O)CCN1C(=O)OC(C)(C)C. RXN SMILES: [Br:1][c:2]1[cH:3][c:4]2[c:5]([cH:22][cH:23]1)-[c:6]1[n:7][c:8](-[c:14]3[n:15]([CH:19]([CH3:20])[CH3:21])[cH:16][cH:17][n:18]3)[s:9][c:10]1[CH2:11][CH2:12][O:13]2.[O:24]1[CH:25]([O:30][CH2:31][CH2:32][n:33]2[n:34][cH:35][c:36]([B:38]3[O:39][C:40]([CH3:41])([CH3:42])[C:43]([CH3:44])([CH3:45])[O:46]3)[cH:37]2)[CH2:26][CH2:27][CH2:28][CH2:29]1>>[c:2]1(-[c:36]2[cH:35][n:34][n:33]([CH2:32][CH2:31][O:30][CH:25]3[O:24][CH2:29][CH2:28][CH2:27][CH2:26]3)[cH:37]2)[cH:3][c:4]2[c:5]([cH:22][cH:23]1)-[c:6]1[n:7][c:8](-[c:14]3[n:15]([CH:19]([CH3:20])[CH3:21])[cH:16][cH:17][n:18]3)[s:9][c:10]1[CH2:11][CH2:12][O:13]2. The product is CC(C)n1ccnc1-c1nc2c(s1)CCOc1cc(-c3cnn(CCOC4CCCCO4)c3)ccc1-2. The reactants are CC(C)n1ccnc1-c1nc2c(s1)CCOc1cc(Br)ccc1-2, CC1(C)OB(c2cnn(CCOC3CCCCO3)c2)OC1(C)C.